The task is: describe an organic reaction: reactants, conditions, products, and yield. This data is from the Open Reaction Database (ORD), a public repository of structured organic reaction records. The reactants are O=C1NC=2C=CC=CC2C2=C1NC=C2.C(C)C(=O)[O-] (4-oxo-4,5-dihydro-3H-pyrrolo[2,3-c]quinoline 1-ethyl carboxylate), C(C)(=O)O (acetic acid), ClS(=O)(=O)O (chlorosulfonic acid). Reaction conditions: temperature 85 celsius. Yields the product ClS(=O)(=O)C1=CC=2C3=C(C(NC2C=C1)=O)NC=C3C(=O)O (8-chlorosulfonyl-4-oxo-4,5-dihydro-3H-pyrrolo[2,3-c]quinoline-1-carboxylic acid). Yield: 100.0%. As a reaction SMILES: [O:1]=[C:2]1[C:11]2[NH:12][CH:13]=[CH:14][C:10]=2[C:9]2[CH:8]=[CH:7][CH:6]=[CH:5][C:4]=2[NH:3]1.C([C:17]([O-:19])=[O:18])C.C(O)(=O)C.[Cl:24][S:25](O)(=[O:27])=[O:26]>>[Cl:24][S:25]([C:7]1[CH:6]=[CH:5][C:4]2[NH:3][C:2](=[O:1])[C:11]3[NH:12][CH:13]=[C:14]([C:17]([OH:19])=[O:18])[C:10]=3[C:9]=2[CH:8]=1)(=[O:27])=[O:26] |f:0.1|. Reported procedure: In a sealed tube, 1.42 g (4.5 mmol) of 4-oxo-4,5-dihydro-3H-pyrrolo[2,3-c]quinoline-1-ethyl carboxylate cocrystallized with one equivalent of acetic acid (synthesis 1) is dissolved in 6 mL (90 mmol) of chlorosulfonic acid. The reaction mixture is placed on an oil bath heated beforehand to 85° C. for 20 minutes, cooled on an ice bath then poured slowly onto crushed ice. The solid is filtered, rinsed with water, diisopropyl ether and pentane then dried under vacuum to give 1.47 g (quantitative) of... Starting materials: ClC1=C(C(=CC=C1)Cl)C=O ((2,6-dichlorophenyl)methanone), intermediate 8, C(C)(=O)O (acetic acid), [C-]#N.[K+] (potassium cyanide). Procedure: A mixture of 5.25 parts of (2,6-dichlorophenyl)methanone, 4.08 parts of intermediate 8 and 105 parts of acetic acid was stirred for 2 hours at room temperature. There were added 1.96 parts of potassium cyanide and stirring was continued for 20 hours. The reaction mixture was poured into water and the product was extracted with dichloromethane. The extract was washed with NaOH (10%) and water, dried, filtered and evaporated. The residue was purified by column chromatography (silica gel; CH2Cl2 /h... Run in O (water). The product is ClC1=C(C(=CC=C1)Cl)CC#N (2,6-dichlorobenzeneacetonitrile). Run at time 2 hour. RXN SMILES: [Cl:1][C:2]1[CH:7]=[CH:6][CH:5]=[C:4]([Cl:8])[C:3]=1[CH:9]=O.C(O)(=O)C.[C-:15]#[N:16].[K+]>O>[Cl:1][C:2]1[CH:7]=[CH:6][CH:5]=[C:4]([Cl:8])[C:3]=1[CH2:9][C:15]#[N:16] |f:2.3|.